From a dataset of the Open Reaction Database (ORD), a public repository of structured organic reaction records. describe an organic reaction: reactants, conditions, products, and yield Reported procedure: A mixture of methyl 3-(8-bromoimidazo[1,2-b]pyridazin-6-yl)benzoate (288 mg, 0.87 mmol), 6-(2-methylpyrrolidin-1-yl)pyridin-2-amine (230 mg, 1.3 mmol), Pd2(dba)3 (50 mg, 0.087 mmol), BINAP (217 mg, 0.348 mmol), Cs2CO3 (851 mg, 2.61 mmol) and dioxane (20 mL) was heated to 100° C. with stirring for 16 h under N2. The solvent was removed in vacuo and the resulting mixture was purified by chromatography (silica gel, 200-300 mesh, CH2Cl2:MeOH=100:1) to give methyl 3-(8-(6-(2-methylpyrrolidin-1-yl)pyr... The reactants are BrC=1C=2N(N=C(C1)C=1C=C(C(=O)OC)C=CC1)C=CN2 (methyl 3-(8-bromoimidazo[1,2-b]pyridazin-6-yl)benzoate), CC1N(CCC1)C1=CC=CC(=N1)N (6-(2-methylpyrrolidin-1-yl)pyridin-2-amine), C=1C=CC(=CC1)P(C=2C=CC=CC2)C3=CC=C4C=CC=CC4=C3C5=C6C=CC=CC6=CC=C5P(C=7C=CC=CC7)C=8C=CC=CC8 (BINAP), C(=O)([O-])[O-].[Cs+].[Cs+] (Cs2CO3). As a reaction SMILES: Br[C:2]1[C:3]2[N:4]([CH:18]=[CH:19][N:20]=2)[N:5]=[C:6]([C:8]2[CH:9]=[C:10]([CH:15]=[CH:16][CH:17]=2)[C:11]([O:13][CH3:14])=[O:12])[CH:7]=1.[CH3:21][CH:22]1[CH2:26][CH2:25][CH2:24][N:23]1[C:27]1[N:32]=[C:31]([NH2:33])[CH:30]=[CH:29][CH:28]=1.C1C=CC(P(C2C(C3C(P(C4C=CC=CC=4)C4C=CC=CC=4)=CC=C4C=3C=CC=C4)=C3C(C=CC=C3)=CC=2)C2C=CC=CC=2)=CC=1.C([O-])([O-])=O.[Cs+].[Cs+]>C1C=CC(/C=C/C(/C=C/C2C=CC=CC=2)=O)=CC=1.C1C=CC(/C=C/C(/C=C/C2C=CC=CC=2)=O)=CC=1.C1C=CC(/C=C/C(/C=C/C2C=CC=CC=2)=O)=CC=1.[Pd].[Pd].O1CCOCC1>[CH3:21][CH:22]1[CH2:26][CH2:25][CH2:24][N:23]1[C:27]1[N:32]=[C:31]([NH:33][C:2]2[C:3]3[N:4]([CH:18]=[CH:19][N:20]=3)[N:5]=[C:6]([C:8]3[CH:9]=[C:10]([CH:15]=[CH:16][CH:17]=3)[C:11]([O:13][CH3:14])=[O:12])[CH:7]=2)[CH:30]=[CH:29][CH:28]=1 |f:3.4.5,6.7.8.9.10|. Yield: 64.4%. Run at temperature 100 celsius, time 16 hour. Product: CC1N(CCC1)C1=CC=CC(=N1)NC=1C=2N(N=C(C1)C=1C=C(C(=O)OC)C=CC1)C=CN2 (methyl 3-(8-(6-(2-methylpyrrolidin-1-yl)pyridine-2-ylamino)imidazo[1,2-b]pyridazin-6-yl)benzoate). The reagents and catalysts are C=1C=CC(=CC1)/C=C/C(=O)/C=C/C2=CC=CC=C2.C=1C=CC(=CC1)/C=C/C(=O)/C=C/C2=CC=CC=C2.C=1C=CC(=CC1)/C=C/C(=O)/C=C/C2=CC=CC=C2.[Pd].[Pd] (Pd2(dba)3). Solvent: O1CCOCC1 (dioxane). The reactants are Cc1ccc(Cl)c(Oc2cc(Cl)cc(Br)c2)c1F, ClC(Cl)(Cl)Cl, CC(C)(C#N)N=NC(C)(C)C#N, O=C1CCC(=O)N1Br. The product is Fc1c(CBr)ccc(Cl)c1Oc1cc(Cl)cc(Br)c1. RXN SMILES: [Br:1][c:2]1[cH:3][c:4]([O:9][c:10]2[c:11]([Cl:18])[cH:12][cH:13][c:14]([CH3:17])[c:15]2[F:16])[cH:5][c:6]([Cl:8])[cH:7]1.[C:39]([Cl:40])([Cl:41])([Cl:42])[Cl:43].[N:27]#[C:28][C:29]([N:30]=[N:31][C:32]([C:33]#[N:34])([CH3:35])[CH3:36])([CH3:37])[CH3:38].[O:19]=[C:20]1[N:21]([Br:26])[C:22](=[O:23])[CH2:24][CH2:25]1>>[Br:1][c:2]1[cH:3][c:4]([O:9][c:10]2[c:11]([Cl:18])[cH:12][cH:13][c:14]([CH2:17][Br:26])[c:15]2[F:16])[cH:5][c:6]([Cl:8])[cH:7]1. Starting materials: ONC(=N)N1C(=CC2=CC=CC=C12)C=1C(=C(C=CC1)C1=CC=CC=C1)O ((N-hydroxycarbamimidoyl)-2-(2-hydroxybiphenyl-3-yl)-1H-indole), C(C)(=O)OC(C)=O (acetic anhydride), compound 15, NO (hydroxylamine), C(C)O (ethanol). Run in C(C)(=O)O (acetic acid). Product: C(C)(=O)ONC(=N)N1C(=CC2=CC=CC=C12)C=1C(=C(C=CC1)C1=CC=CC=C1)O ((N-acetoxycarbamimidoyl)-2-(2-hydroxybiphenyl-3-yl)-1H-indole). RXN SMILES: NO.[CH2:3]([OH:5])[CH3:4].[OH:6][NH:7][C:8]([N:10]1[C:18]2[C:13](=[CH:14][CH:15]=[CH:16][CH:17]=2)[CH:12]=[C:11]1[C:19]1[C:20]([OH:31])=[C:21]([C:25]2[CH:30]=[CH:29][CH:28]=[CH:27][CH:26]=2)[CH:22]=[CH:23][CH:24]=1)=[NH:9].C(OC(=O)C)(=O)C>C(O)(=O)C>[C:3]([O:6][NH:7][C:8]([N:10]1[C:18]2[C:13](=[CH:14][CH:15]=[CH:16][CH:17]=2)[CH:12]=[C:11]1[C:19]1[C:20]([OH:31])=[C:21]([C:25]2[CH:30]=[CH:29][CH:28]=[CH:27][CH:26]=2)[CH:22]=[CH:23][CH:24]=1)=[NH:9])(=[O:5])[CH3:4]. Procedure: The cyano group in compound 15 is then converted into the carbamimidoyl group by first treating 15 with hydrogen chloride gas in an anhydrous alcoholic solvent such as methanol, ethanol and the like, and then treating the resulting (5-methoxycarbonimidolyl)-2-(2-hydroxybiphenyl-3-yl)-1H-indole 16 with an inorganic base such as ammonium carbonate, and the like in an alcoholic solvent such as methanol, ethanol, or with excess ammonia to give resulting (5-carbamimidolyl)-2-(2-hydroxybiphenyl-3-yl)-... The reactants are CCC(CC)(c1ccc(OCC(=O)C(C)(C)C)c(C)c1)c1cc(C)c(S(N)(=O)=O)s1, CCN=C=NCCCN(C)C, CCC(=O)O, CN(C)c1ccncc1, ClCCl. Yields the product CCC(=O)NS(=O)(=O)c1sc(C(CC)(CC)c2ccc(OCC(=O)C(C)(C)C)c(C)c2)cc1C. As a reaction SMILES: [CH3:1][C:2]([C:3]([CH2:4][O:5][c:6]1[c:7]([CH3:27])[cH:8][c:9]([C:12]([CH2:13][CH3:14])([CH2:15][CH3:16])[c:17]2[cH:18][c:19]([CH3:26])[c:20]([S:22](=[O:23])(=[O:24])[NH2:25])[s:21]2)[cH:10][cH:11]1)=[O:28])([CH3:29])[CH3:30].[CH3:31][CH2:32][N:33]=[C:34]=[N:35][CH2:36][CH2:37][CH2:38][N:39]([CH3:40])[CH3:41].[CH3:42][CH2:43][C:44]([OH:45])=[O:46].[CH3:47][N:48]([c:49]1[cH:50][cH:51][n:52][cH:53][cH:54]1)[CH3:55].[Cl:56][CH2:57][Cl:58]>>[CH3:1][C:2]([C:3]([CH2:4][O:5][c:6]1[c:7]([CH3:27])[cH:8][c:9]([C:12]([CH2:13][CH3:14])([CH2:15][CH3:16])[c:17]2[cH:18][c:19]([CH3:26])[c:20]([S:22](=[O:23])(=[O:24])[NH:25][C:44]([CH2:43][CH3:42])=[O:45])[s:21]2)[cH:10][cH:11]1)=[O:28])([CH3:29])[CH3:30]. The reactants are ClC(=C(F)F)F (chlorotrifluoroethylene), 46.5, OC=1C=C(C(=O)OC)C=CC1 (methyl 3-hydroxybenzoate), [OH-].[K+] (potassium hydroxide). Procedure: 52.4 Parts by weight of chlorotrifluoroethylene are introduced, over 10 hours, into a mixture of 46.5 parts by weight of methyl 3-hydroxybenzoate and 9.5 parts by weight of potassium hydroxide powder in 50 parts by weight of acetone, refluxing at 45°-52° C. After concentrating the reaction mixture on a rotary evaporator under reduced pressure, the residue is taken up in methylene chloride and the solution is extracted with sodium bicarbonate solution, dried and evaporated, giving 69.5 parts by w... Yields the product 69.5, FC(C(Cl)F)(OC=1C=C(C(=O)OC)C=CC1)F (methyl 3-(1',1',2'-trifluoro-2'-chloroethoxy)-benzoate). Reaction SMILES: [Cl:1][C:2]([F:6])=[C:3]([F:5])[F:4].[OH:7][C:8]1[CH:9]=[C:10]([CH:15]=[CH:16][CH:17]=1)[C:11]([O:13][CH3:14])=[O:12].[OH-].[K+]>CC(C)=O>[F:4][C:3]([F:5])([O:7][C:8]1[CH:9]=[C:10]([CH:15]=[CH:16][CH:17]=1)[C:11]([O:13][CH3:14])=[O:12])[CH:2]([F:6])[Cl:1] |f:2.3|. Solvent: CC(=O)C (acetone). Conditions: time 2 hour. The product is C(#N)NC(=NC1CCN(CC1)CC1=CC=CC=C1)N1CC2=CC=CC=C2CC1 (N-Cyano-1,2,3,4-tetrahydro-N'-[1-(phenylmethyl)-4-piperidinyl]-2-isoquinolinecarboximidamide). Starting materials: C1=CC=C(C=C1)OC(=NC#N)OC2=CC=CC=C2 (diphenylcyanocarbonimidate), C1NCCC2=CC=CC=C12 (1,2,3,4-tetrahydroisoquinoline), NC1CCN(CC1)CC1=CC=CC=C1 (4-amino-1-benzyl piperidine). Procedure details: 5 mmole of diphenylcyanocarbonimidate (M.W. 238) in 15 ml of acetonitrile was added to 5 mmole of 1,2,3,4-tetrahydroisoquinoline at room temperature. After four hours of stirring at room temperature 5 mmole of 4-amino-1-benzyl piperidine was added to the reaction and stirring continued for an additional 2 hours. The mixture was then placed in a high pressure environment (20,000 psi) for 17 hours. The solution was evaporated and the residue was separated and purified by column chromatography (tou... The solvent is C(C)#N (acetonitrile). As a reaction SMILES: C1C=CC(O[C:8](OC2C=CC=CC=2)=[N:9][C:10]#[N:11])=CC=1.[CH2:19]1[C:28]2[C:23](=[CH:24][CH:25]=[CH:26][CH:27]=2)[CH2:22][CH2:21][NH:20]1.[NH2:29][CH:30]1[CH2:35][CH2:34][N:33]([CH2:36][C:37]2[CH:42]=[CH:41][CH:40]=[CH:39][CH:38]=2)[CH2:32][CH2:31]1>C(#N)C>[C:10]([NH:9][C:8]([N:20]1[CH2:21][CH2:22][C:23]2[C:28](=[CH:27][CH:26]=[CH:25][CH:24]=2)[CH2:19]1)=[N:29][CH:30]1[CH2:35][CH2:34][N:33]([CH2:36][C:37]2[CH:42]=[CH:41][CH:40]=[CH:39][CH:38]=2)[CH2:32][CH2:31]1)#[N:11]. Conditions: time 30 minute. Procedure: A mixture of (1-methoxy-piperidin-4-yl)-acetaldehyde (10 g, 63 mmol) and NaHSO3 (8.6 g, 83 mmol) in 210 ml of water was stirred at room temperature for 30 min. Then, a solution of KCN (6.2 g, 95 mmol) in 50 ml of water was added to the mixture. After the addition, the mixture was stirred at room temperature for another 10 h. The resulting mixture was extracted with CH2Cl2 five times. The combined organic layers were dried over sodium sulfate, filtered and concentrated under vacuum. The residue w... RXN SMILES: [CH3:1][O:2][N:3]1[CH2:8][CH2:7][CH:6]([CH2:9][CH:10]=[O:11])[CH2:5][CH2:4]1.OS([O-])=O.[Na+].[C-:17]#[N:18].[K+]>O>[OH:11][CH:10]([CH2:9][CH:6]1[CH2:7][CH2:8][N:3]([O:2][CH3:1])[CH2:4][CH2:5]1)[C:17]#[N:18] |f:1.2,3.4|. The reactants are CON1CCC(CC1)CC=O ((1-methoxy-piperidin-4-yl)-acetaldehyde), OS(=O)[O-].[Na+] (NaHSO3), [C-]#N.[K+] (KCN). Product: OC(C#N)CC1CCN(CC1)OC (2-hydroxy-3-(1-methoxy-piperidin-4-yl)-propionitrile). Solvent: O (water), O (water).